Dataset: the Open Reaction Database (ORD), a public repository of structured organic reaction records. Task: describe an organic reaction: reactants, conditions, products, and yield The reactants are C(C)N(C(C)C)C(C)C (ethyldiisopropylamine), FC(C=1C=C(C=CC1)S)(F)F (3-trifluoromethylthiophenol), BrC1=CC(=C(C=O)C=C1)F (4-bromo-2-fluorobenzaldehyde), resultant solution, O (water). Reagents/catalysts: C1=CC=C(C=C1)/C=C/C(=O)/C=C/C2=CC=CC=C2.C1=CC=C(C=C1)/C=C/C(=O)/C=C/C2=CC=CC=C2.C1=CC=C(C=C1)/C=C/C(=O)/C=C/C2=CC=CC=C2.C(Cl)(Cl)Cl.[Pd].[Pd] (tris(dibenzylideneacetone)dipalladium(0) chloroform adduct), CC1(C2=C(C(=CC=C2)P(C3=CC=CC=C3)C4=CC=CC=C4)OC5=C(C=CC=C51)P(C6=CC=CC=C6)C7=CC=CC=C7)C (xantphos). Solvent: O1CCOCC1 (1,4-dioxane). Product: FC1=C(C=O)C=CC(=C1)SC1=CC(=CC=C1)C(F)(F)F (2-Fluoro-4-(3-trifluoromethylphenylthio)benzaldehyde). Yield: 68.0%. RXN SMILES: C(N(C(C)C)C(C)C)C.[F:10][C:11]([F:20])([F:19])[C:12]1[CH:13]=[C:14]([SH:18])[CH:15]=[CH:16][CH:17]=1.Br[C:22]1[CH:29]=[CH:28][C:25]([CH:26]=[O:27])=[C:24]([F:30])[CH:23]=1.O>O1CCOCC1.C1C=CC(/C=C/C(/C=C/C2C=CC=CC=2)=O)=CC=1.C1C=CC(/C=C/C(/C=C/C2C=CC=CC=2)=O)=CC=1.C1C=CC(/C=C/C(/C=C/C2C=CC=CC=2)=O)=CC=1.C(Cl)(Cl)Cl.[Pd].[Pd].CC1(C)C2C(=C(P(C3C=CC=CC=3)C3C=CC=CC=3)C=CC=2)OC2C(P(C3C=CC=CC=3)C3C=CC=CC=3)=CC=CC1=2>[F:30][C:24]1[CH:23]=[C:22]([S:18][C:14]2[CH:15]=[CH:16][CH:17]=[C:12]([C:11]([F:10])([F:19])[F:20])[CH:13]=2)[CH:29]=[CH:28][C:25]=1[CH:26]=[O:27] |f:5.6.7.8.9.10|. Procedure: Under an argon atmosphere, ethyldiisopropylamine (7.0 mL), tris(dibenzylideneacetone)dipalladium(0) chloroform adduct (518 mg), xantphos (578 mg), and 3-trifluoromethylthiophenol (3.56 g) were added at room temperature into a solution of 4-bromo-2-fluorobenzaldehyde (4.06 g) in 1,4-dioxane (42 mL), and the resultant solution was heated to reflux for 5 hours. To the reaction solution added water, extracted with ethyl acetate, washed with water and saturated brine in that order, and then dried ove... The reactants are C(C)(C)(C)OC(C1=CC=C(C=C1)C1=CC=C2C=NC(=NN21)NC2=CC=C(C=C2)N2CCOCC2)=O (4-[2-(4-Morpholin-4-yl-phenylamino)-pyrrolo[2,1-f][1,2,4]triazin-7-yl]-benzoic acid tert-butyl ester), C(Cl)Cl (Methylene chloride), FC(C(=O)O)(F)F (Trifluoroacetic Acid). Run at time 8 hour. The product is FC(C(=O)O)(F)F.N1(CCOCC1)C1=CC=C(C=C1)NC1=NN2C(C=N1)=CC=C2C2=CC=C(C(=O)O)C=C2 (4-[2-(4-Morpholin-4-yl-phenylamino)-pyrrolo[2,1-f][1,2,4]triazin-7-yl]-benzoic acid; compound with trifluoro-acetic acid). RXN SMILES: C([O:5][C:6](=[O:35])[C:7]1[CH:12]=[CH:11][C:10]([C:13]2[N:21]3[C:16]([CH:17]=[N:18][C:19]([NH:22][C:23]4[CH:28]=[CH:27][C:26]([N:29]5[CH2:34][CH2:33][O:32][CH2:31][CH2:30]5)=[CH:25][CH:24]=4)=[N:20]3)=[CH:15][CH:14]=2)=[CH:9][CH:8]=1)(C)(C)C.C(Cl)Cl.[F:39][C:40]([F:45])([F:44])[C:41]([OH:43])=[O:42]>>[F:39][C:40]([F:45])([F:44])[C:41]([OH:43])=[O:42].[N:29]1([C:26]2[CH:27]=[CH:28][C:23]([NH:22][C:19]3[N:18]=[CH:17][C:16]4=[CH:15][CH:14]=[C:13]([C:10]5[CH:11]=[CH:12][C:7]([C:6]([OH:35])=[O:5])=[CH:8][CH:9]=5)[N:21]4[N:20]=3)=[CH:24][CH:25]=2)[CH2:30][CH2:31][O:32][CH2:33][CH2:34]1 |f:3.4|. Reported procedure: Into a 1-neck round-bottom flask, [A] 4-[2-(4-Morpholin-4-yl-phenylamino)-pyrrolo[2,1-f][1,2,4]triazin-7-yl]-benzoic acid tert-butyl ester (0.34 g, 0.72 mmol), Methylene chloride (10 mL, 200 mmol) and Trifluoroacetic Acid (5.0 mL, 65 mmol) were added and stirred at room temperature overnight. The solvent was removed under vacuum. The resulting solid was washed with DCM to give 4-[2-(4-Morpholin-4-yl-phenylamino)-pyrrolo[2,1-f][1,2,4]triazin-7-yl]-benzoic acid; compound with trifluoro-acetic acid... Reactants: O[C@]1(C(COC(C)=O)=O)CC[C@H]2[C@@H]3CCC4=CC(C=C[C@]4(C)[C@]3([C@H](C[C@]12C)O[Si](C)(C)C)F)=O (17α-hydroxy-21-acetoxy-11β-trimethylsiloxy-9α-fluoropregn-1,4-diene-3,20-dione), ClCCl (dichloromethane), C(C)(=O)O (acetic acid), FC(C(=O)OC(C(F)(F)F)=O)(F)F (trifluoro-acetic anhydride). Run in CC(=O)CC(C)C (methyl-isobutylketone). Yields the product C(C)(=O)O[C@]1(C(COC(C)=O)=O)CC[C@H]2[C@@H]3CCC4=CC(C=C[C@]4(C)[C@]3([C@H](C[C@]12C)O[Si](C)(C)C)F)=O (17α,21-diacetoxy-11β-trimethylsiloxy-9α-fluoropregna-1,4-diene-3,20 -dione). As a reaction SMILES: [OH:1][C@:2]1([C@:26]2([CH3:27])[C@H:12]([C@H:13]3[C@:23]([F:33])([C@@H:24]([O:28][Si:29]([CH3:32])([CH3:31])[CH3:30])[CH2:25]2)[C@:21]2([CH3:22])[C:16](=[CH:17][C:18](=[O:34])[CH:19]=[CH:20]2)[CH2:15][CH2:14]3)[CH2:11][CH2:10]1)[C:3](=[O:9])[CH2:4][O:5][C:6](=[O:8])[CH3:7].ClCCl.[C:38](O)(=[O:40])[CH3:39].FC(F)(F)C(OC(=O)C(F)(F)F)=O>CC(CC(C)C)=O>[C:38]([O:1][C@:2]1([C@:26]2([CH3:27])[C@H:12]([C@H:13]3[C@:23]([F:33])([C@@H:24]([O:28][Si:29]([CH3:31])([CH3:30])[CH3:32])[CH2:25]2)[C@:21]2([CH3:22])[C:16](=[CH:17][C:18](=[O:34])[CH:19]=[CH:20]2)[CH2:15][CH2:14]3)[CH2:11][CH2:10]1)[C:3](=[O:9])[CH2:4][O:5][C:6](=[O:8])[CH3:7])(=[O:40])[CH3:39]. Procedure details: A mixture of the 17α-hydroxy-21-acetoxy-11β-trimethylsiloxy-9α-fluoro-pregn-1,4-diene-3,20-dione from Example 26 (20.6 g) dichloromethane (50 ml) and acetic acid (20 ml) was treated with trifluoro-acetic anhydride (20 ml) for a period of 5 hours at 25°. The reaction mixture was diluted with methyl-isobutylketone (200 ml) and extracted with sodium bicarbonate solution (500 ml) and then with water (200 ml). The organic layer was dried over sodium sulfate, and evaporated to dryness under reduced pr...